Dataset: the Open Reaction Database (ORD), a public repository of structured organic reaction records. Task: describe an organic reaction: reactants, conditions, products, and yield Yields the product S1C(=CC=C1)S(=O)(=O)NCP(O)(O)=O ([(2-Thiophenesulfonylamino)methyl]-phosphonic acid). Procedure: The dimethyl ester (vii) was treated with bromotrimethylsilane according to the procedure described in Example 1, step 3, to afford the title compound: 1H NMR (300 MHz, CD3OD) δH 7.79 (dd, J=4.8, 1.2 Hz, 1H), 7.64 (dd, J=3.9, 1.2 Hz, 1H), 7.17 (dd, J=4.8, 3.9 Hz, 1H), 3.16 (d, J=13.2 Hz, 2H). Reactants: COP(OC)(=O)CNS(=O)(=O)C=1SC=CC1 ([(2-Thiophenesulfonylamino)methyl]phosphonic acid dimethyl ester), Br[Si](C)(C)C (bromotrimethylsilane). As a reaction SMILES: C[O:2][P:3]([CH2:7][NH:8][S:9]([C:12]1[S:13][CH:14]=[CH:15][CH:16]=1)(=[O:11])=[O:10])(=[O:6])[O:4]C.Br[Si](C)(C)C>>[S:13]1[CH:14]=[CH:15][CH:16]=[C:12]1[S:9]([NH:8][CH2:7][P:3](=[O:2])([OH:4])[OH:6])(=[O:10])=[O:11]. Reactants: C(=O)O (formic acid), CN1CCN(CC1)CCC1=NN=C2N1C=C(C=C2)O[C@@H]2CC[C@@H](C1=CC=CC=C21)N ((1S,4R)-4-{3-[2-(4-Methyl-piperazin-1-yl)-ethyl]-[1,2,4]triazolo[4,3-a]pyridin-6-yloxy}-1,2,3,4-tetrahydro-naphthalen-1-ylamine), CCN(C(C)C)C(C)C (DIPEA), ClC(COC(NC=1N(N=C(C1)C(C)(C)C)C1=CC=C(C=C1)C)=O)(Cl)Cl ((5-tert-butyl-2-p-tolyl-2H-pyrazol-3-yl)-carbamic acid 2,2,2-trichloro-ethyl ester). Solvent: O1CCOCC1 (1,4-dioxane). Reaction conditions: temperature 60 celsius. The product is C(=O)O.C(C)(C)(C)C=1C=C(N(N1)C1=CC=C(C=C1)C)NC(=O)N[C@H]1CC[C@H](C2=CC=CC=C12)OC=1C=CC=2N(C1)C(=NN2)CCN2CCN(CC2)C (1-(5-tert-Butyl-2-p-tolyl-2H-pyrazol-3-yl)-3-((1S,4R)-4-{3-[2-(4-methyl-piperazin-1-yl)-ethyl]-[1,2,4]triazolo[4,3-a]pyridin-6-yloxy}-1,2,3,4-tetrahydro-naphthalen-1-yl)-urea formate salt). Reaction SMILES: [CH3:1][N:2]1[CH2:7][CH2:6][N:5]([CH2:8][CH2:9][C:10]2[N:14]3[CH:15]=[C:16]([O:19][C@H:20]4[C:29]5[C:24](=[CH:25][CH:26]=[CH:27][CH:28]=5)[C@@H:23]([NH2:30])[CH2:22][CH2:21]4)[CH:17]=[CH:18][C:13]3=[N:12][N:11]=2)[CH2:4][CH2:3]1.ClC(Cl)(Cl)C[O:34][C:35](=[O:53])[NH:36][C:37]1[N:38]([C:46]2[CH:51]=[CH:50][C:49]([CH3:52])=[CH:48][CH:47]=2)[N:39]=[C:40]([C:42]([CH3:45])([CH3:44])[CH3:43])[CH:41]=1.CCN(C(C)C)C(C)C.C(O)=O>O1CCOCC1>[CH:35]([OH:53])=[O:34].[C:42]([C:40]1[CH:41]=[C:37]([NH:36][C:35]([NH:30][C@@H:23]2[C:24]3[C:29](=[CH:28][CH:27]=[CH:26][CH:25]=3)[C@H:20]([O:19][C:16]3[CH:17]=[CH:18][C:13]4[N:14]([C:10]([CH2:9][CH2:8][N:5]5[CH2:4][CH2:3][N:2]([CH3:1])[CH2:7][CH2:6]5)=[N:11][N:12]=4)[CH:15]=3)[CH2:21][CH2:22]2)=[O:34])[N:38]([C:46]2[CH:51]=[CH:50][C:49]([CH3:52])=[CH:48][CH:47]=2)[N:39]=1)([CH3:45])([CH3:43])[CH3:44] |f:5.6|. Procedure details: Intermediate 2c (85.0 mg, 0.21 mmol) was dissolved in 1,4-dioxane (2 mL) and (5-tert-butyl-2-p-tolyl-2H-pyrazol-3-yl)-carbamic acid 2,2,2-trichloro-ethyl ester (Synthetic Communications, 2009, 39, 3999-4009, which is incorporated herein by reference in its entirety; 96.0 mg, 0.24 mmol) and DIPEA (75.0 μl, 0.43 mmol) were added. The reaction was heated to 60° C. for 18 h. After cooling, the mixture was partitioned between EtOAc (50 mL) and water (50 mL), and extracted into EtOAc (3×). The combine... Procedure: 4-(1-butoxyethoxy)benzyl methacrylate (or acrylate), and The product is C(C(=C)C)(=O)OCC1=CC=C(C=C1)OC1OCCCC1 (4-(2-tetrahydropyranyloxy)benzyl methacrylate). RXN SMILES: [C:1]([O:6][CH2:7][C:8]1[CH:13]=[CH:12][C:11]([O:14][CH:15]([O:17][CH2:18][CH2:19][CH2:20][CH3:21])C)=[CH:10][CH:9]=1)(=[O:5])[C:2]([CH3:4])=[CH2:3].C([O-])(=O)C=C>>[C:1]([O:6][CH2:7][C:8]1[CH:9]=[CH:10][C:11]([O:14][CH:15]2[CH2:21][CH2:20][CH2:19][CH2:18][O:17]2)=[CH:12][CH:13]=1)(=[O:5])[C:2]([CH3:4])=[CH2:3]. Reactants: C(C(=C)C)(=O)OCC1=CC=C(C=C1)OC(C)OCCCC (4-(1-butoxyethoxy)benzyl methacrylate), C(C=C)(=O)[O-] (acrylate). Starting materials: C(C)(=O)OC1CC(CC=2SC=CC21)C(=O)OCC (4-acetoxy-6-ethoxycarbonyl-4,5,6,7-tetrahydrobenzo[b]thiophene), tosic acid monohydrate, C(O)([O-])=O.[Na+] (sodium hydrogen carbonate). Solvent: C1(=CC=CC=C1)C (toluene). Yields the product C(C)OC(=O)C1C=CC2=C(SC=C2)C1 (6-ethoxycarbonyl-6,7-dihydrobenzo[b]thiophene). The yield is 56.7%. RXN SMILES: C(O[CH:5]1[C:13]2[CH:12]=[CH:11][S:10][C:9]=2[CH2:8][CH:7]([C:14]([O:16][CH2:17][CH3:18])=[O:15])[CH2:6]1)(=O)C.C(=O)([O-])O.[Na+]>C1(C)C=CC=CC=1>[CH2:17]([O:16][C:14]([CH:7]1[CH2:8][C:9]2[S:10][CH:11]=[CH:12][C:13]=2[CH:5]=[CH:6]1)=[O:15])[CH3:18] |f:1.2|. Reported procedure: A mixture of 4-acetoxy-6-ethoxycarbonyl-4,5,6,7-tetrahydrobenzo[b]thiophene (2.34 g), tosic acid monohydrate (0.13 g), and toluene (50 ml) was stirred at reflux for 2 hours. A saturated aqueous solution of sodium hydrogen carbonate was added to the reaction mixture, and then the separated organic layer was washed with a saturated aqueous solution of sodium hydrogen carbonate, water, and brine, and dried over MgSO4, and then evaporated in vacuo. After evaporation of the filtrate, the resulting oi... Starting materials: mixture, acid, CC1=CCC(C1(C)C)CC(=O)O (α-campholenic acid), C1(=CC=C(C=C1)S(=O)(=O)O)C (p-toluenesulfonic acid), C(C)O (ethanol). Solvent: CCCCCCC (heptane). Run at temperature 71 celsius. The product is C(C)OC(CC1C(C=C(C1)C)(C)C)=O (2,2,4-Trimethyl-3-cyclopentene-1-acetic acid ethyl ester). Reaction SMILES: C[C:2]1[C:6]([CH3:8])([CH3:7])[CH:5]([CH2:9][C:10]([OH:12])=[O:11])[CH2:4][CH:3]=1.[C:13]1(C)C=CC(S(O)(=O)=O)=C[CH:14]=1.[CH2:24](O)C>CCCCCCC>[CH2:13]([O:12][C:10](=[O:11])[CH2:9][CH:5]1[CH2:4][C:3]([CH3:24])=[CH:2][C:6]1([CH3:7])[CH3:8])[CH3:14]. Procedure details: A solution containing a mixture (99 g) of γ-campholenic acid (56%) and α-campholenic acid (43%), p-toluenesulfonic acid (2 g), ethanol (750 ml) and heptane (750 ml) was kept at reflux (71° C.) for 16 hours, while the condensate was perculated through a layer of molecular sieves (3 Å) (100 g). The solvent was then removed, the residue taken up in CH2Cl2 (1 liter) and the solution extracted with ice cold 5% aqueous sodium hydroxide (1 liter) and water (2×500 ml). Concentration of the dried CH2Cl2 ...